From a dataset of the Open Reaction Database (ORD), a public repository of structured organic reaction records. describe an organic reaction: reactants, conditions, products, and yield The reactants are ICC=1N=C(OC1C1=CC=CC=C1)C1=CC=C(C=C1)C (4-iodomethyl-5-phenyl-2-p-tolyloxazole), C/C(=N\O)/C(=O)C (diacetylmonoxime), C1(=CC=C(C=C1)C=O)C (p-tolualdehyde). Yields the product ICC=1N=C(OC1C)C1=CC=C(C=C1)C (4-iodomethyl-5-methyl-2-p-tolyloxazole). Reaction SMILES: [I:1][CH2:2][C:3]1[N:4]=[C:5]([C:14]2[CH:19]=[CH:18][C:17]([CH3:20])=[CH:16][CH:15]=2)[O:6][C:7]=1[C:8]1C=CC=CC=1.C/C(/C(C)=O)=N\O.C1(C)C=CC(C=O)=CC=1>>[I:1][CH2:2][C:3]1[N:4]=[C:5]([C:14]2[CH:19]=[CH:18][C:17]([CH3:20])=[CH:16][CH:15]=2)[O:6][C:7]=1[CH3:8]. Reported procedure: Analogously to the building block synthesis of 4-iodomethyl-5-phenyl-2-p-tolyloxazole, diacetylmonoxime and p-tolualdehyde gave 4-iodomethyl-5-methyl-2-p-tolyloxazole.